From a dataset of the Open Reaction Database (ORD), a public repository of structured organic reaction records. describe an organic reaction: reactants, conditions, products, and yield Starting materials: C(C)(=O)COC=1C=CC(=C2CCC(NC12)=O)OCC1CO1 (8-acetylmethoxy-5-(2,3-epoxypropoxy)-3,4-dihydrocarbostyril), C([O-])([O-])=O.[K+].[K+] (potassium carbonate), OC1=C2CCC(NC2=C(C=C1)O)=O (5,8-dihydroxy-3,4-dihydrocarbostyril), BrCC(C)=O (bromoacetone). Solvent: C(C)O (ethanol), Cl.C1C(CCC2=CC=CC=C12)NCC(COC1=C2CCC(NC2=C(C=C1)OCC(C)=O)=O)O (N-(1,2,3,4-tetrahydronaphth-2-yl)-2-hydroxy-3-(8-acetylmethoxy-3,4-dihydrocarbostyril-5-yloxy)propanamine hydrochloride), O.CC(=O)C (water acetone). The product is NC1CC2=CC=CC=C2CC1 (2-aminotetralin). Reaction SMILES: C(CO[C:6]1[CH:7]=[CH:8][C:9](OCC2OC2)=[C:10]2[C:15]=1[NH:14][C:13](=O)[CH2:12][CH2:11]2)(=O)C.O[C:23]1C=CC(O)=C2C=1CCC(=O)N2.BrCC(=O)C.C(=O)([O-])[O-].[K+].[K+]>C(O)C.Cl.C1C2C(=CC=CC=2)CCC1NCC(O)COC1C=CC(OCC(=O)C)=C2C=1CCC(=O)N2.O.CC(C)=O>[NH2:14][CH:13]1[CH2:12][CH2:11][C:10]2[C:9](=[CH:8][CH:7]=[CH:6][CH:15]=2)[CH2:23]1 |f:3.4.5,7.8,9.10|. Reported procedure: Operating as described in Example 27, but starting from 8-acetylmethoxy-5-(2,3-epoxypropoxy)-3,4-dihydrocarbostyril, prepared by reacting 5,8-dihydroxy-3,4-dihydrocarbostyril with bromoacetone in the presence of potassium carbonate and in a mixture water/acetone 4/1, at the reflux temperature for 5 hours, and 2-aminotetralin (1.48 g) in absolute ethanol (30 ml), N-(1,2,3,4-tetrahydronaphth-2-yl)-2-hydroxy-3-(8-acetylmethoxy-3,4-dihydrocarbostyril-5-yloxy)propanamine hydrochloride is obtained ((i... Reactants: ice water, Cl (HCl), N1C(=CC=C1)C(=O)O (1H-pyrrole-2-carboxylic acid), FC1=C(C(=O)Cl)C(=CC(=C1)F)F (2,4,6-trifluorobenzoyl chloride), [Al+3].[Cl-].[Cl-].[Cl-] (AlCl3). Run in C(Cl)Cl (DCM). Reaction conditions: time 15 minute. Product: FC1=C(C(=O)C=2C=C(NC2)C(=O)O)C(=CC(=C1)F)F (4-(2,4,6-trifluorobenzoyl)-1H-pyrrole-2-carboxylic Acid). Yield: 97.9%. As a reaction SMILES: [F:1][C:2]1[CH:10]=[C:9]([F:11])[CH:8]=[C:7]([F:12])[C:3]=1[C:4](Cl)=[O:5].[Al+3].[Cl-].[Cl-].[Cl-].[NH:17]1[CH:21]=[CH:20][CH:19]=[C:18]1[C:22]([OH:24])=[O:23].Cl>C(Cl)Cl>[F:1][C:2]1[CH:10]=[C:9]([F:11])[CH:8]=[C:7]([F:12])[C:3]=1[C:4]([C:20]1[CH:19]=[C:18]([C:22]([OH:24])=[O:23])[NH:17][CH:21]=1)=[O:5] |f:1.2.3.4|. Reported procedure: To a 120 mL DCM solution of 2,4,6-trifluorobenzoyl chloride (4.3 g, 0.022 mol) was added AlCl3 (8.8 g, 0.066 mol) under N2 at room temperature. After stirring for 15 min, 1H-pyrrole-2-carboxylic acid (2.4 g, 0.022 mol) was added in small portions over a 10 min period. After stirring at room temperature for 1 hr, the reaction mixture was treated with dropwise addition of ice-water (20 mL) and 1N HCl to adjust pH to 1, stirred for another 30 min, extracted with EtOAc (3×30 mL). The combined organi... Starting materials: CC(C)(C)OC(=O)NCCN1CC2CN(CC(O)COc3ccc(C#N)cc3)CC(C1)O2, CCN(CC)S(F)(F)F, ClCCl. The product is CC(C)(C)OC(=O)NCCN1CC2CN(CC(F)COc3ccc(C#N)cc3)CC(C1)O2. As a reaction SMILES: [C:10](#[N:11])[c:12]1[cH:13][cH:14][c:15]([O:16][CH2:17][CH:18]([CH2:19][N:20]2[CH2:21][CH:22]3[CH2:23][N:24]([CH2:29][CH2:30][NH:31][C:32]([O:33][C:34]([CH3:35])([CH3:36])[CH3:37])=[O:38])[CH2:25][CH:26]([CH2:27]2)[O:28]3)[OH:39])[cH:40][cH:41]1.[CH2:1]([N:2]([S:3]([F:4])([F:5])[F:7])[CH2:6][CH3:8])[CH3:9].[Cl:42][CH2:43][Cl:44]>>[F:7][CH:18]([CH2:17][O:16][c:15]1[cH:14][cH:13][c:12]([C:10]#[N:11])[cH:41][cH:40]1)[CH2:19][N:20]1[CH2:21][CH:22]2[CH2:23][N:24]([CH2:29][CH2:30][NH:31][C:32]([O:33][C:34]([CH3:35])([CH3:36])[CH3:37])=[O:38])[CH2:25][CH:26]([CH2:27]1)[O:28]2. Starting materials: Cl (hydrochloric acid), ClC1=CC=C(C=C1)C(C(=C(F)F)F)C(C)C (3-(p-chlorophenyl)-1,1,2-trifluoro-4-methyl-1-pentene), solution, [H-].COCCO[Al+]OCCOC.[Na+].[H-] (sodium bis(2-methoxyethoxy)aluminum hydride). Run in O (water), O1CCCC1 (tetrahydrofuran), C1(=CC=CC=C1)C (toluene). Reaction conditions: time 8 hour. The product is ClC1=CC=C(C=C1)C(C(=CF)F)C(C)C (3-(p-Chlorophenyl)-1,2-difluoro-4-methyl-1-pentene). The yield is 91.0%. Reaction SMILES: [Cl:1][C:2]1[CH:7]=[CH:6][C:5]([CH:8]([CH:14]([CH3:16])[CH3:15])[C:9]([F:13])=[C:10](F)[F:11])=[CH:4][CH:3]=1.[H-].COCCO[Al+]OCCOC.[Na+].[H-].Cl>O1CCCC1.C1(C)C=CC=CC=1.O>[Cl:1][C:2]1[CH:3]=[CH:4][C:5]([CH:8]([CH:14]([CH3:16])[CH3:15])[C:9]([F:13])=[CH:10][F:11])=[CH:6][CH:7]=1 |f:1.2.3.4|. Reported procedure: A solution of 3-(p-chlorophenyl)-1,1,2-trifluoro-4-methyl-1-pentene (2.48 g, 0.01 mol) in tetrahydrofuran is cooled to −8° C., treated dropwise with a 3.4 M solution of sodium bis(2-methoxyethoxy)aluminum hydride in toluene (3.1 mL), stirred overnight at room temperature, diluted with water, acidified with 10% hydrochloric acid, and extracted with methylene chloride. The combined organic extracts are washed sequentially with water, saturated sodium hydrogen carbonate solution and water, dried ov...